This data is from the Open Reaction Database (ORD), a public repository of structured organic reaction records. The task is: describe an organic reaction: reactants, conditions, products, and yield Reactants: [N+](=O)([O-])C1=CC=C(C=C1)SC=1NC2=C(N1)C=CC=C2 (2-(4--Nitrophenylthio)benzimidazole), ClC1=C(C=C(C=C1)N=C=S)C(F)(F)F (4-chloro-3-trifluoromethylphenylisothiocyanate). Reagents/catalysts: [Pd] (Pd/C). The solvent is C(C)(=O)OCC (ethyl acetate). Product: N1=C(NC2=C1C=CC=C2)SC2=CC=C(C=C2)NC(=S)NC2=CC(=C(C=C2)Cl)C(F)(F)F (1-[4-(2-Benzimidazolylthio)phenyl]-3-(4-chloro-3-trifluoromethylphenyl)thiourea). The yield is 5.0%. RXN SMILES: [N+:1]([C:4]1[CH:9]=[CH:8][C:7]([S:10][C:11]2[NH:12][C:13]3[CH:19]=[CH:18][CH:17]=[CH:16][C:14]=3[N:15]=2)=[CH:6][CH:5]=1)([O-])=O.[Cl:20][C:21]1[CH:26]=[CH:25][C:24]([N:27]=[C:28]=[S:29])=[CH:23][C:22]=1[C:30]([F:33])([F:32])[F:31]>C(OCC)(=O)C.[Pd]>[N:15]1[C:14]2[CH:16]=[CH:17][CH:18]=[CH:19][C:13]=2[NH:12][C:11]=1[S:10][C:7]1[CH:8]=[CH:9][C:4]([NH:1][C:28]([NH:27][C:24]2[CH:25]=[CH:26][C:21]([Cl:20])=[C:22]([C:30]([F:33])([F:31])[F:32])[CH:23]=2)=[S:29])=[CH:5][CH:6]=1. Procedure: 2-(4--Nitrophenylthio)benzimidazole (5.0 mmoles, 1.37 g) was reduced in ethyl acetate over 1.37 g 5% Pd/C, filtered and condensed and then reacted with 4-chloro-3-trifluoromethylphenylisothiocyanate (5.0 moles, 1.0 g) according to procedure C to yield the title compound 0.12 g, 5% product. Mass Spec (FD) 479. Calculated for C21H14ClF3N4S2 : C, 52.66; H, 2.95; N, 11.70. Found: C, 52.85; H, 3.18; N, 10.47. Reactants: CCOC(=O)C(C(=O)OCC)c1ccco1, CC(C)I, [H-], [Na+], C1CCOC1. The product is CCOC(=O)C(C(=O)OCC)(c1ccco1)C(C)C. RXN SMILES: [CH2:3]([CH3:4])[O:5][C:6]([CH:7]([C:8](=[O:9])[O:10][CH2:11][CH3:12])[c:13]1[o:14][cH:15][cH:16][cH:17]1)=[O:18].[CH:19]([CH3:20])([CH3:21])[I:22].[H-:1].[Na+:2].[O:23]1[CH2:24][CH2:25][CH2:26][CH2:27]1>>[CH2:3]([CH3:4])[O:5][C:6]([C:7]([C:8](=[O:9])[O:10][CH2:11][CH3:12])([c:13]1[o:14][cH:15][cH:16][cH:17]1)[CH:19]([CH3:20])[CH3:21])=[O:18]. Reactants: CCO, ClC(Cl)Cl, O=C(Nc1ccc(Cl)cn1)c1oc2ccc([N+](=O)[O-])cc2c1NC(=O)C1CCC(N2CCCC2=O)CC1, C1CCOC1. Yields the product Nc1ccc2oc(C(=O)Nc3ccc(Cl)cn3)c(NC(=O)C3CCC(N4CCCC4=O)CC3)c2c1. RXN SMILES: [CH2:47]([OH:48])[CH3:49].[CH:38]([Cl:39])([Cl:40])[Cl:41].[N+:1]([O-:2])(=[O:3])[c:4]1[cH:5][cH:6][c:7]2[c:8]([c:9]([NH:22][C:23](=[O:24])[CH:25]3[CH2:26][CH2:27][CH:28]([N:31]4[C:32](=[O:36])[CH2:33][CH2:34][CH2:35]4)[CH2:29][CH2:30]3)[c:10]([C:12](=[O:13])[NH:14][c:15]3[n:16][cH:17][c:18]([Cl:21])[cH:19][cH:20]3)[o:11]2)[cH:37]1.[O:42]1[CH2:43][CH2:44][CH2:45][CH2:46]1>>[NH2:1][c:4]1[cH:5][cH:6][c:7]2[c:8]([c:9]([NH:22][C:23](=[O:24])[CH:25]3[CH2:26][CH2:27][CH:28]([N:31]4[C:32](=[O:36])[CH2:33][CH2:34][CH2:35]4)[CH2:29][CH2:30]3)[c:10]([C:12](=[O:13])[NH:14][c:15]3[n:16][cH:17][c:18]([Cl:21])[cH:19][cH:20]3)[o:11]2)[cH:37]1. Reactants: COc1ccc(-c2cccc(Oc3ccc(C=C4SC(=O)NC4=O)cc3)c2)cc1, CC(=O)O, O=C[O-], [NH4+]. The product is COc1ccc(-c2cccc(Oc3ccc(CC4SC(=O)NC4=O)cc3)c2)cc1. Reaction SMILES: [CH3:1][O:2][c:3]1[cH:4][cH:5][c:6](-[c:9]2[cH:10][c:11]([O:15][c:16]3[cH:17][cH:18][c:19]([CH:20]=[C:21]4[C:22](=[O:27])[NH:23][C:24](=[O:26])[S:25]4)[cH:28][cH:29]3)[cH:12][cH:13][cH:14]2)[cH:7][cH:8]1.[CH3:34][C:35](=[O:36])[OH:37].[CH:30]([O-:31])=[O:32].[NH4+:33]>>[CH3:1][O:2][c:3]1[cH:4][cH:5][c:6](-[c:9]2[cH:10][c:11]([O:15][c:16]3[cH:17][cH:18][c:19]([CH2:20][CH:21]4[C:22](=[O:27])[NH:23][C:24](=[O:26])[S:25]4)[cH:28][cH:29]3)[cH:12][cH:13][cH:14]2)[cH:7][cH:8]1. Starting materials: C1COCCN1, ClCCCl, O=Cc1ccc(-c2nnc(CSCCOc3ccccc3)o2)cc1. Product: c1ccc(OCCSCc2nnc(-c3ccc(CN4CCOCC4)cc3)o2)cc1. As a reaction SMILES: [CH2:25]1[CH2:26][O:27][CH2:28][CH2:29][NH:30]1.[Cl:31][CH2:32][CH2:33][Cl:34].[O:1]([c:2]1[cH:3][cH:4][cH:5][cH:6][cH:7]1)[CH2:8][CH2:9][S:10][CH2:11][c:12]1[n:13][n:14][c:15](-[c:17]2[cH:18][cH:19][c:20]([CH:21]=[O:22])[cH:23][cH:24]2)[o:16]1>>[O:1]([c:2]1[cH:3][cH:4][cH:5][cH:6][cH:7]1)[CH2:8][CH2:9][S:10][CH2:11][c:12]1[n:13][n:14][c:15](-[c:17]2[cH:18][cH:19][c:20]([CH2:21][N:30]3[CH2:25][CH2:26][O:27][CH2:28][CH2:29]3)[cH:23][cH:24]2)[o:16]1. Reactants: FC1=C(C=C(C=C1)C1=CC=NC=C1)C(=O)C1=CC(=CC=C1)[N+](=O)[O-] ([2-fluoro-5-(4-pyridinyl)phenyl](3-nitrophenyl)methanone), C(CN)N (ethylenediamine). The solvent is C(C)O (ethanol). Reaction conditions: temperature 180 celsius. Yields the product [N+](=O)([O-])C=1C=C(C=CC1)C1=NCCNC2=C1C=C(C=C2)C2=CC=NC=C2 (5-(3-nitrophenyl)-7-(4-pyridinyl)-2,3-dihydro-1H-1,4-benzodiazepine). Isolated yield 56.2%. RXN SMILES: F[C:2]1[CH:7]=[CH:6][C:5]([C:8]2[CH:13]=[CH:12][N:11]=[CH:10][CH:9]=2)=[CH:4][C:3]=1[C:14]([C:16]1[CH:21]=[CH:20][CH:19]=[C:18]([N+:22]([O-:24])=[O:23])[CH:17]=1)=O.[CH2:25]([NH2:28])[CH2:26][NH2:27]>C(O)C>[N+:22]([C:18]1[CH:17]=[C:16]([C:14]2[C:3]3[CH:4]=[C:5]([C:8]4[CH:13]=[CH:12][N:11]=[CH:10][CH:9]=4)[CH:6]=[CH:7][C:2]=3[NH:28][CH2:25][CH2:26][N:27]=2)[CH:21]=[CH:20][CH:19]=1)([O-:24])=[O:23]. Procedure: A 5 mL microwave tube was charged with [2-fluoro-5-(4-pyridinyl)phenyl](3-nitrophenyl)methanone (100 mg), ethanol and ethylenediamine (100 mg) then heated to 180° C. for 600 s using microwave irradiation. The reaction was concentrated to dryness and residue was taken up in water then extracted with methylene chloride. The extracts were dried over magnesium sulfate, filtered and concentrated to an oil. Silica gel purification followed by trituration with ether provided 5-(3-nitrophenyl)-7-(4-pyri... Reactants: Clc1ccc(Br)cc1, O=C([O-])[O-], COC(=O)C(Cc1ccc(O)cc1)NC(=O)OC(C)(C)C, CN(C)CC(=O)O, [Cs+], [Cs+], C1COCCO1. Yields the product COC(=O)C(Cc1ccc(Oc2ccc(Cl)cc2)cc1)NC(=O)OC(C)(C)C. As a reaction SMILES: [Br:22][c:23]1[cH:24][cH:25][c:26]([Cl:29])[cH:27][cH:28]1.[C:37](=[O:38])([O-:39])[O-:40].[CH3:1][O:2][C:3]([CH:4]([CH2:5][c:6]1[cH:7][cH:8][c:9]([OH:12])[cH:10][cH:11]1)[NH:13][C:14](=[O:15])[O:16][C:17]([CH3:18])([CH3:19])[CH3:20])=[O:21].[CH3:30][N:31]([CH2:32][C:33](=[O:34])[OH:35])[CH3:36].[Cs+:41].[Cs+:42].[O:43]1[CH2:44][CH2:45][O:46][CH2:47][CH2:48]1>>[CH3:1][O:2][C:3]([CH:4]([CH2:5][c:6]1[cH:7][cH:8][c:9]([O:12][c:23]2[cH:24][cH:25][c:26]([Cl:29])[cH:27][cH:28]2)[cH:10][cH:11]1)[NH:13][C:14](=[O:15])[O:16][C:17]([CH3:18])([CH3:19])[CH3:20])=[O:21].